Dataset: the Open Reaction Database (ORD), a public repository of structured organic reaction records. Task: describe an organic reaction: reactants, conditions, products, and yield Starting materials: Cc1cc(Nc2nccc(C3CC3)n2)cc(-c2cnc(C3(NS(=O)C(C)(C)C)CCC3)s2)c1, Cl, C1COCCO1. Product: Cc1cc(Nc2nccc(C3CC3)n2)cc(-c2cnc(C3(N)CCC3)s2)c1, Cl. Reaction SMILES: [CH:1]1([c:4]2[n:5][c:6]([NH:10][c:11]3[cH:12][c:13](-[c:18]4[cH:19][n:20][c:21]([C:23]5([NH:27][S:28]([C:29]([CH3:30])([CH3:31])[CH3:32])=[O:33])[CH2:24][CH2:25][CH2:26]5)[s:22]4)[cH:14][c:15]([CH3:17])[cH:16]3)[n:7][cH:8][cH:9]2)[CH2:2][CH2:3]1.[ClH:34].[O:35]1[CH2:36][CH2:37][O:38][CH2:39][CH2:40]1>>[CH:1]1([c:4]2[n:5][c:6]([NH:10][c:11]3[cH:12][c:13](-[c:18]4[cH:19][n:20][c:21]([C:23]5([NH2:27])[CH2:24][CH2:25][CH2:26]5)[s:22]4)[cH:14][c:15]([CH3:17])[cH:16]3)[n:7][cH:8][cH:9]2)[CH2:2][CH2:3]1.[ClH:34]. The reactants are ClN1C(CCC1=O)=O (N-chlorosuccinimide), C(C)(C)(C)OC(=O)N1CCN(CC1)C1=C2N=CN(C2=NC=N1)C (4-(9-methyl-9H-purin-6-yl)-piperazine-1-carboxylic acid t-butyl ester), C(C)(=O)OCC (Ethyl acetate), O (water). Solvent: CN(C=O)C (N,N-dimethylformamide). Run at time 20 hour. The product is C(C)(C)(C)OC(=O)N1CCN(CC1)C1=C2N=C(N(C2=NC=N1)C)Cl (4-(8-Chloro-9-methyl-9H-purin-6-yl)-piperazine-1-carboxylic acid t-butyl ester). Yield: 65.8%. RXN SMILES: [Cl:1]N1C(=O)CCC1=O.[C:9]([O:13][C:14]([N:16]1[CH2:21][CH2:20][N:19]([C:22]2[N:30]=[CH:29][N:28]=[C:27]3[C:23]=2[N:24]=[CH:25][N:26]3[CH3:31])[CH2:18][CH2:17]1)=[O:15])([CH3:12])([CH3:11])[CH3:10].C(OCC)(=O)C.O>CN(C)C=O>[C:9]([O:13][C:14]([N:16]1[CH2:17][CH2:18][N:19]([C:22]2[N:30]=[CH:29][N:28]=[C:27]3[C:23]=2[N:24]=[C:25]([Cl:1])[N:26]3[CH3:31])[CH2:20][CH2:21]1)=[O:15])([CH3:12])([CH3:11])[CH3:10]. Reported procedure: N-chlorosuccinimide (1.25 g) was added to a solution of 4-(9-methyl-9H-purin-6-yl)-piperazine-1-carboxylic acid t-butyl ester (2.70 g) in N,N-dimethylformamide (30 mL), and this was stirred at room temperature for 20 hours. Ethyl acetate (200 mL) and water (50 mL) were added, the organic layer was washed twice with 50 mL of water and then once with 50 mL of saturated aqueous solution of sodium chloride, and dried over anhydrous magnesium sulfate. The organic layer was filtered and then concentra... The reactants are CC(C)(C)OC(=O)Nc1cccc(Oc2ccc3nc(NC(=O)C4CC4)[nH]c3c2)c1, O=C(O)C(F)(F)F. Yields the product Nc1cccc(Oc2ccc3nc(NC(=O)C4CC4)[nH]c3c2)c1. RXN SMILES: [CH:1]1([C:4](=[O:5])[NH:6][c:7]2[n:8][c:9]3[c:10]([nH:11]2)[cH:12][c:13]([O:16][c:17]2[cH:18][c:19]([NH:23][C:24](=[O:25])[O:26][C:27]([CH3:28])([CH3:29])[CH3:30])[cH:20][cH:21][cH:22]2)[cH:14][cH:15]3)[CH2:2][CH2:3]1.[OH:31][C:32]([C:33]([F:34])([F:35])[F:36])=[O:37]>>[CH:1]1([C:4](=[O:5])[NH:6][c:7]2[n:8][c:9]3[c:10]([nH:11]2)[cH:12][c:13]([O:16][c:17]2[cH:18][c:19]([NH2:23])[cH:20][cH:21][cH:22]2)[cH:14][cH:15]3)[CH2:2][CH2:3]1. Starting materials: Cc1ccc(S(=O)(=O)Oc2cc3ccccc3nc2C(C)C)cc1, [K+], C1COCCO1, [OH-], O. Product: CC(C)c1nc2ccccc2cc1O. RXN SMILES: [CH:1]([CH3:2])([CH3:3])[c:4]1[n:5][c:6]2[cH:7][cH:8][cH:9][cH:10][c:11]2[cH:12][c:13]1[O:14][S:15]([c:16]1[cH:17][cH:18][c:19]([CH3:20])[cH:21][cH:22]1)(=[O:23])=[O:24].[K+:26].[O:27]1[CH2:28][CH2:29][O:30][CH2:31][CH2:32]1.[OH-:25].[OH2:33]>>[CH:1]([CH3:2])([CH3:3])[c:4]1[n:5][c:6]2[cH:7][cH:8][cH:9][cH:10][c:11]2[cH:12][c:13]1[OH:14].